From a dataset of the Open Reaction Database (ORD), a public repository of structured organic reaction records. describe an organic reaction: reactants, conditions, products, and yield Starting materials: CCO, CN1C(=O)C(F)(F)CN(C2CCCC2)c2nc(Cl)ncc21, Cl, CN1CCC(NC(=O)c2ccc(N)c(Cl)c2)CC1, O. Yields the product CN1CCC(NC(=O)c2ccc(Nc3ncc4c(n3)N(C3CCCC3)CC(F)(F)C(=O)N4C)c(Cl)c2)CC1. Reaction SMILES: [CH2:42]([OH:43])[CH3:44].[Cl:1][c:2]1[n:3][cH:4][c:5]2[c:6]([n:21]1)[N:7]([CH:16]1[CH2:17][CH2:18][CH2:19][CH2:20]1)[CH2:8][C:9]([F:14])([F:15])[C:10](=[O:13])[N:11]2[CH3:12].[ClH:40].[NH2:22][c:23]1[c:24]([Cl:39])[cH:25][c:26]([C:27](=[O:28])[NH:29][CH:30]2[CH2:31][CH2:32][N:33]([CH3:36])[CH2:34][CH2:35]2)[cH:37][cH:38]1.[OH2:41]>>[c:2]1([NH:22][c:23]2[c:24]([Cl:39])[cH:25][c:26]([C:27](=[O:28])[NH:29][CH:30]3[CH2:31][CH2:32][N:33]([CH3:36])[CH2:34][CH2:35]3)[cH:37][cH:38]2)[n:3][cH:4][c:5]2[c:6]([n:21]1)[N:7]([CH:16]1[CH2:17][CH2:18][CH2:19][CH2:20]1)[CH2:8][C:9]([F:14])([F:15])[C:10](=[O:13])[N:11]2[CH3:12]. The reactants are FC1=CC=C(C=C1)C1=NN(C(S1)C1=C(C(=CC=C1)OC)O[Si](C(C)C)(C(C)C)C(C)C)C(=O)C1=C(C=C(C=C1F)F)F ([5-(4-fluoro-phenyl)-2-(3-methoxy-2-triisopropylsilanyloxy-phenyl)-[1,3,4]thiadiazol-3-yl]-(2,4,6-trifluoro-phenyl)-methanone), C(C)OC(=O)C1=NC(=CC=C1)COC1=C(C(=CC=C1)C=O)OCC#N (6-(2-cyanomethoxy-3-formyl-phenoxymethyl)-pyridine-2-carboxylic acid ethyl ester). Yields the product C(C)OC(=O)C1=NC(=CC=C1)COC1=C(C(=CC=C1)C1SC(=NN1C(C1=C(C=C(C=C1F)F)F)=O)C1=CC=C(C=C1)F)OCC#N (6-{2-Cyanomethoxy-3-[5-(4-fluoro-phenyl)-3-(2,4,6-trifluoro-benzoyl)-2,3-dihydro-[1,3,4]thiadiazol-2-yl]-phenoxymethyl}-pyridine-2-carboxylic acid ethyl ester). Reaction SMILES: [F:1][C:2]1[CH:7]=[CH:6][C:5]([C:8]2[S:12]C(C3C=CC=C(OC)C=3O[Si](C(C)C)(C(C)C)C(C)C)[N:10]([C:32]([C:34]3[C:39]([F:40])=[CH:38][C:37]([F:41])=[CH:36][C:35]=3[F:42])=[O:33])[N:9]=2)=[CH:4][CH:3]=1.[CH2:43]([O:45][C:46]([C:48]1[CH:53]=[CH:52][CH:51]=[C:50]([CH2:54][O:55][C:56]2[CH:61]=[CH:60][CH:59]=[C:58]([CH:62]=O)[C:57]=2[O:64][CH2:65][C:66]#[N:67])[N:49]=1)=[O:47])[CH3:44]>>[CH2:43]([O:45][C:46]([C:48]1[CH:53]=[CH:52][CH:51]=[C:50]([CH2:54][O:55][C:56]2[CH:61]=[CH:60][CH:59]=[C:58]([CH:62]3[N:10]([C:32](=[O:33])[C:34]4[C:35]([F:42])=[CH:36][C:37]([F:41])=[CH:38][C:39]=4[F:40])[N:9]=[C:8]([C:5]4[CH:6]=[CH:7][C:2]([F:1])=[CH:3][CH:4]=4)[S:12]3)[C:57]=2[O:64][CH2:65][C:66]#[N:67])[N:49]=1)=[O:47])[CH3:44]. Procedure details: 6-{2-Cyanomethoxy-3-[5-(4-fluoro-phenyl)-3-(2,4,6-trifluoro-benzoyl)-2,3-dihydro-[1,3,4]thiadiazol-2-yl]-phenoxymethyl}-pyridine-2-carboxylic acid ethyl ester is prepared in a similar manner as described for [5-(4-fluoro-phenyl)-2-(3-methoxy-2-triisopropylsilanyloxy-phenyl)-[1,3,4]thiadiazol-3-yl]-(2,4,6-trifluoro-phenyl)-methanone in example 3 using 6-(2-cyanomethoxy-3-formyl-phenoxymethyl)-pyridine-2-carboxylic acid ethyl ester. 1H NMR (400 MHz, CDCl3) δ 8.1 (d, J=7.9 Hz, 1H), 7.94 (t, J=7.9 H... Product: NNc1nccc2ncnn12. RXN SMILES: [CH3:14][CH2:15][OH:16].[Cl:1][c:2]1[n:3][cH:4][cH:5][c:6]2[n:7]1[n:8][cH:9][n:10]2.[NH2:12][NH2:13].[OH2:11]>>[c:2]1([NH:12][NH2:13])[n:3][cH:4][cH:5][c:6]2[n:7]1[n:8][cH:9][n:10]2. Starting materials: CCO, Clc1nccc2ncnn12, NN, O.